This data is from the Open Reaction Database (ORD), a public repository of structured organic reaction records. The task is: describe an organic reaction: reactants, conditions, products, and yield Starting materials: IC=1C=C(CO)C=CC1 (3-iodo-benzyl alcohol), N1C=NC=C1 (imidazole), [Si](C1=CC=CC=C1)(C1=CC=CC=C1)(C(C)(C)C)Cl (t-butyldiphenylsilyl chloride). The solvent is C(Cl)Cl (CH2Cl2), CCOCC (ether). Run at time 1 hour. Product: C(C)(C)(C)[Si](OCC1=CC(=CC=C1)I)(C1=CC=CC=C1)C1=CC=CC=C1 (t-Butyl-diphenyl(3-iodo-benzyloxy)silane). Isolated yield 99.6%. As a reaction SMILES: [I:1][C:2]1[CH:3]=[C:4]([CH:7]=[CH:8][CH:9]=1)[CH2:5][OH:6].N1C=CN=C1.[Si:15](Cl)([C:28]([CH3:31])([CH3:30])[CH3:29])([C:22]1[CH:27]=[CH:26][CH:25]=[CH:24][CH:23]=1)[C:16]1[CH:21]=[CH:20][CH:19]=[CH:18][CH:17]=1>C(Cl)Cl.CCOCC>[C:28]([Si:15]([C:22]1[CH:27]=[CH:26][CH:25]=[CH:24][CH:23]=1)([C:16]1[CH:17]=[CH:18][CH:19]=[CH:20][CH:21]=1)[O:6][CH2:5][C:4]1[CH:7]=[CH:8][CH:9]=[C:2]([I:1])[CH:3]=1)([CH3:31])([CH3:29])[CH3:30]. Procedure: To a solution of 3-iodo-benzyl alcohol (4.68 g, 20 mmol) in CH2Cl2 (40 mL) is added imidazole (1.49 g, 22 mmol) and t-butyldiphenylsilyl chloride (5.74 g, 22 mmol). The resulting mixture is stirred for 1 h diluted with ether washed with water and brine, dried over MgSO4 and concentrated to give the title compound as an oil (9.41 g). MS (EI) 472 (M)+. Reactants: C(C)(=O)C=1C=C(C(=NC1)OC)C#CCNC(OC)=O (Methyl [3-(5-acetyl-2-methoxypyridin-3-yl)prop-2-yn-1-yl]carbamate), C1(CC1)N (cyclopropylamine). Procedure: Methyl [3-(5-acetyl-2-methoxypyridin-3-yl)prop-2-yn-1-yl]carbamate and cyclopropylamine were treated in the similar manner to Reference Example 6(6) to give methyl (3-{5-[1-(cyclopropylamino)ethyl]-2-methoxypyridin-3-yl}prop-2-yn-1-yl)carbamate [Ex(296-3)] as a colorless oil. Product: C1(CC1)NC(C)C=1C=C(C(=NC1)OC)C#CCNC(OC)=O (methyl (3-{5-[1-(cyclopropylamino)ethyl]-2-methoxypyridin-3-yl}prop-2-yn-1-yl)carbamate). RXN SMILES: [C:1]([C:4]1[CH:5]=[C:6]([C:12]#[C:13][CH2:14][NH:15][C:16](=[O:19])[O:17][CH3:18])[C:7]([O:10][CH3:11])=[N:8][CH:9]=1)(=O)[CH3:2].[CH:20]1([NH2:23])[CH2:22][CH2:21]1>>[CH:20]1([NH:23][CH:1]([C:4]2[CH:5]=[C:6]([C:12]#[C:13][CH2:14][NH:15][C:16](=[O:19])[O:17][CH3:18])[C:7]([O:10][CH3:11])=[N:8][CH:9]=2)[CH3:2])[CH2:22][CH2:21]1. Reactants: CCOC(=O)C1(C(CN)c2cccnc2)CCCN(C(=O)OC(C)(C)C)C1, Cc1ccccc1. The product is CC(C)(C)OC(=O)N1CCCC2(C1)C(=O)NCC2c1cccnc1. Reaction SMILES: [CH2:1]([O:3][C:4](=[O:2])[C:6]1([CH:19]([CH2:20][NH2:21])[c:22]2[cH:23][n:24][cH:25][cH:26][cH:27]2)[CH2:7][N:8]([C:12](=[O:13])[O:14][C:15]([CH3:16])([CH3:17])[CH3:18])[CH2:9][CH2:10][CH2:11]1)[CH3:5].[CH3:28][c:29]1[cH:30][cH:31][cH:32][cH:33][cH:34]1>>[O:3]=[C:4]1[C:6]2([CH2:7][N:8]([C:12](=[O:13])[O:14][C:15]([CH3:16])([CH3:17])[CH3:18])[CH2:9][CH2:10][CH2:11]2)[CH:19]([c:22]2[cH:23][n:24][cH:25][cH:26][cH:27]2)[CH2:20][NH:21]1.